From a dataset of the Open Reaction Database (ORD), a public repository of structured organic reaction records. describe an organic reaction: reactants, conditions, products, and yield The reactants are C1(C=2C(C(N1CC1CCC=3C(=NC=CC3)O1)=O)=CC=CC2)=O (2-Phthalimidomethyl-2,3-dihydropyrano(2,3-b)pyridine), NCCO (2-aminoethanol). Yields the product NCC1CCC=2C(=NC=CC2)O1 (2-Aminomethyl-2,3-dihydropyrano(2,3-b)-pyridine). Yield: 94.1%. Reaction SMILES: C1(=O)[N:5]([CH2:6][CH:7]2[O:16][C:11]3=[N:12][CH:13]=[CH:14][CH:15]=[C:10]3[CH2:9][CH2:8]2)C(=O)C2=CC=CC=C12.NCCO>>[NH2:5][CH2:6][CH:7]1[O:16][C:11]2=[N:12][CH:13]=[CH:14][CH:15]=[C:10]2[CH2:9][CH2:8]1. Procedure: 3.2 g (11 mmol) of the compound from Example VII and 9.2 g (150 mmol) of 2-aminoethanol are heated under nitrogen to 80° C. After 5 minutes the mixture is cooled, and the reaction mixture is partitioned between 70 ml of toluene and 92 ml of 5% strength NaCl solution. The phases are separated, and the aqueous phase is extracted with dichloromethane. The combined organic phases are dried and evaporated in vacuo. 1.7 g of the title compound are obtained as a light yellow oil. The reactants are CC(C)(C)OC(=O)NC(Cc1ccncc1)c1nc2cc(Cl)ccc2[nH]1, ClCCl, O=C(O)C(F)(F)F. Product: NC(Cc1ccncc1)c1nc2cc(Cl)ccc2[nH]1. Reaction SMILES: [C:1]([O:2][C:3](=[O:4])[NH:8][CH:9]([CH2:10][c:11]1[cH:12][cH:13][n:14][cH:15][cH:16]1)[c:17]1[n:18][c:19]2[c:20]([nH:21]1)[cH:22][cH:23][c:24]([Cl:26])[cH:25]2)([CH3:5])([CH3:6])[CH3:7].[Cl:34][CH2:35][Cl:36].[OH:27][C:28]([C:29]([F:30])([F:31])[F:32])=[O:33]>>[NH2:8][CH:9]([CH2:10][c:11]1[cH:12][cH:13][n:14][cH:15][cH:16]1)[c:17]1[n:18][c:19]2[c:20]([nH:21]1)[cH:22][cH:23][c:24]([Cl:26])[cH:25]2. The reactants are CC(C)(C)c1ccn(CC2CCCO2)c(=N)c1, COc1ccc(Cl)cc1C(=O)Cl, C1CCOC1. The product is COc1ccc(Cl)cc1C(=O)N=c1cc(C(C)(C)C)ccn1CC1CCCO1. Reaction SMILES: [C:1]([CH3:2])([CH3:3])([CH3:4])[c:5]1[cH:6][c:7](=[NH:17])[n:8]([CH2:11][CH:12]2[O:13][CH2:14][CH2:15][CH2:16]2)[cH:9][cH:10]1.[Cl:18][c:19]1[cH:20][cH:21][c:22]([O:28][CH3:29])[c:23]([C:24](=[O:25])[Cl:26])[cH:27]1.[O:30]1[CH2:31][CH2:32][CH2:33][CH2:34]1>>[C:1]([CH3:2])([CH3:3])([CH3:4])[c:5]1[cH:6][c:7](=[N:17][C:24]([c:23]2[c:22]([O:28][CH3:29])[cH:21][cH:20][c:19]([Cl:18])[cH:27]2)=[O:25])[n:8]([CH2:11][CH:12]2[O:13][CH2:14][CH2:15][CH2:16]2)[cH:9][cH:10]1. Starting materials: CCO, Clc1cc(Cl)ncn1, Nc1cccc(F)c1F. Yields the product Fc1cccc(Nc2cc(Cl)ncn2)c1F. As a reaction SMILES: [CH3:18][CH2:19][OH:20].[Cl:1][c:2]1[n:3][cH:4][n:5][c:6]([Cl:8])[cH:7]1.[F:9][c:10]1[c:11]([NH2:12])[cH:13][cH:14][cH:15][c:16]1[F:17]>>[c:2]1([NH:12][c:11]2[c:10]([F:9])[c:16]([F:17])[cH:15][cH:14][cH:13]2)[n:3][cH:4][n:5][c:6]([Cl:8])[cH:7]1. The reactants are CC1=NOC(=C1C1=C(C=C2C(=C(C=NC2=C1)[N+](=O)[O-])NCC1CCOCC1)OC)C (7-(3,5-Dimethylisoxazol-4-yl)-6-methoxy-3-nitro-N-((tetrahydro-2H-pyran-4-yl)methyl)quinolin-4-amine), Intermediate 16. The solvent is C(C)(=O)OCC (ethyl acetate), CO (methanol), [Pd] (Pd/C), O (water), CC=1C=C2C(=CC1C)N(C3=NC(=O)NC(=O)C3=N2)C[C@@H]([C@@H]([C@@H](CO)O)O)O (E101). Yields the product CC1=NOC(=C1C1=C(C=C2C(=C(C=NC2=C1)N)NCC1CCOCC1)OC)C (7-(3,5-dimethylisoxazol-4-yl)-6-methoxy-N4-((tetrahydro-2H-pyran-4-yl)methyl)quinoline-3,4-diamine). Isolated yield 40.4%. As a reaction SMILES: [CH3:1][C:2]1[C:6]([C:7]2[CH:16]=[C:15]3[C:10]([C:11]([NH:20][CH2:21][CH:22]4[CH2:27][CH2:26][O:25][CH2:24][CH2:23]4)=[C:12]([N+:17]([O-])=O)[CH:13]=[N:14]3)=[CH:9][C:8]=2[O:28][CH3:29])=[C:5]([CH3:30])[O:4][N:3]=1>C(OCC)(=O)C.CO.[Pd].O.CC1C=C2N=C3C(=NC(NC3=O)=O)N(C[C@H](O)[C@H](O)[C@H](O)CO)C2=CC=1C>[CH3:1][C:2]1[C:6]([C:7]2[CH:16]=[C:15]3[C:10]([C:11]([NH:20][CH2:21][CH:22]4[CH2:23][CH2:24][O:25][CH2:26][CH2:27]4)=[C:12]([NH2:17])[CH:13]=[N:14]3)=[CH:9][C:8]=2[O:28][CH3:29])=[C:5]([CH3:30])[O:4][N:3]=1. Procedure details: 7-(3,5-Dimethylisoxazol-4-yl)-6-methoxy-3-nitro-N-((tetrahydro-2H-pyran-4-yl)methyl)quinolin-4-amine (for a preparation see Intermediate 16) (1.2 g, 2.91 mmol) was dissolved in a mixture of ethyl acetate (60 ml) and methanol (10 ml) and hydrogenated over Pd/C (0.310 g, 2.91 mmol, 5% w/w, 50% water, Type E101 NO/W) for 24 h at atmospheric pressure under a hydrogen burette. The mixture was filtered and evaporated and the residue was dissolved in DCM (3 ml) and loaded onto a 50 g silica column, the... Starting materials: O1N=C(C=2CNCCC21)C(=O)N2CCN(CC2)C2=CC=C(C=C2)C(C)=O (1-[4-[4-(4,5,6,7-tetrahydro-isoxazolo[4,5-c]pyridine-3-carbonyl)-piperazin-1-yl]-phenyl]-ethanone), C1(=CC=C(C=C1)S(=O)(=O)Cl)C (p-toluenesulfonic acid chloride). Product: C1(=CC=C(C=C1)S(=O)(=O)N1CC2=C(CC1)ON=C2C(=O)N2CCN(CC2)C2=CC=C(C=C2)C(C)=O)C (1-(4-{4-[5-(toluene-4-sulfonyl)-4,5,6,7-tetrahydro-isoxazolo[4,5-c]pyridine-3-carbonyl]-piperazin-1-yl}-phenyl)-ethanone). The yield is 28.1%. As a reaction SMILES: [O:1]1[C:9]2[CH2:8][CH2:7][NH:6][CH2:5][C:4]=2[C:3]([C:10]([N:12]2[CH2:17][CH2:16][N:15]([C:18]3[CH:23]=[CH:22][C:21]([C:24](=[O:26])[CH3:25])=[CH:20][CH:19]=3)[CH2:14][CH2:13]2)=[O:11])=[N:2]1.[C:27]1([CH3:37])[CH:32]=[CH:31][C:30]([S:33](Cl)(=[O:35])=[O:34])=[CH:29][CH:28]=1>>[C:27]1([CH3:37])[CH:32]=[CH:31][C:30]([S:33]([N:6]2[CH2:7][CH2:8][C:9]3[O:1][N:2]=[C:3]([C:10]([N:12]4[CH2:17][CH2:16][N:15]([C:18]5[CH:23]=[CH:22][C:21]([C:24](=[O:26])[CH3:25])=[CH:20][CH:19]=5)[CH2:14][CH2:13]4)=[O:11])[C:4]=3[CH2:5]2)(=[O:35])=[O:34])=[CH:29][CH:28]=1. Procedure: In a manner similar to the general method, 170 mg (0.42 mmol) of 1-[4-[4-(4,5,6,7-tetrahydro-isoxazolo[4,5-c]pyridine-3-carbonyl)-piperazin-1-yl]-phenyl]-ethanone were reacted with 120 mg (0.63 mmol) of p-toluenesulfonic acid chloride to yield 60 mg (28% of theoretical) of 1-(4-{4-[5-(toluene-4-sulfonyl)-4,5,6,7-tetrahydro-isoxazolo[4,5-c]pyridine-3-carbonyl]-piperazin-1-yl}-phenyl)-ethanone (86), which were obtained in the form of a colourless solid. The reactants are OC(C)(C)C=1N=C(N(C1C(=O)OCOC(=O)OC(C)C)CC1=CC=C(C=C1)C1=C(C=CC=C1)C1=NN=NN1C(C1=CC=CC=C1)(C1=CC=CC=C1)C1=CC=CC=C1)CCC (isopropoxycarbonyloxymethyl 4-(1-hydroxy-1-methylethyl)-2-propyl-1-{4-[2-(trityltetrazol-5-yl)phenyl]phenyl}methylimidazole-5-carboxylate). Run in C(C)(=O)O (acetic acid). Product: OC(C)(C)C=1N=C(N(C1C(=O)OCOC(=O)OC(C)C)CC1=CC=C(C=C1)C1=C(C=CC=C1)C1=NN=NN1)CCC (Isopropoxycarbonyloxymethyl 4-(1-hydroxy-1-methylethyl)-2-propyl-1-{4-[2-(tetrazol-5-yl)phenyl]phenyl}methylimidazole-5-carboxylate). The yield is 88.0%. As a reaction SMILES: [OH:1][C:2]([C:5]1[N:6]=[C:7]([CH2:58][CH2:59][CH3:60])[N:8]([CH2:21][C:22]2[CH:27]=[CH:26][C:25]([C:28]3[CH:33]=[CH:32][CH:31]=[CH:30][C:29]=3[C:34]3[N:38](C(C4C=CC=CC=4)(C4C=CC=CC=4)C4C=CC=CC=4)[N:37]=[N:36][N:35]=3)=[CH:24][CH:23]=2)[C:9]=1[C:10]([O:12][CH2:13][O:14][C:15]([O:17][CH:18]([CH3:20])[CH3:19])=[O:16])=[O:11])([CH3:4])[CH3:3]>C(O)(=O)C>[OH:1][C:2]([C:5]1[N:6]=[C:7]([CH2:58][CH2:59][CH3:60])[N:8]([CH2:21][C:22]2[CH:27]=[CH:26][C:25]([C:28]3[CH:33]=[CH:32][CH:31]=[CH:30][C:29]=3[C:34]3[NH:38][N:37]=[N:36][N:35]=3)=[CH:24][CH:23]=2)[C:9]=1[C:10]([O:12][CH2:13][O:14][C:15]([O:17][CH:18]([CH3:19])[CH3:20])=[O:16])=[O:11])([CH3:4])[CH3:3]. Reported procedure: Following a procedure similar to that described in Example 61(b), 0.78 g of isopropoxycarbonyloxymethyl 4-(1-hydroxy-1-methylethyl)-2-propyl-1-{4-[2-(trityltetrazol-5-yl)phenyl]phenyl}methylimidazole-5-carboxylate [prepared as described in step (a) above] was detritylated by heating it with 75% v/v aqueous acetic acid, to give 0.48 g of the title compound as an amorphous solid.